The task is: describe an organic reaction: reactants, conditions, products, and yield. This data is from the Open Reaction Database (ORD), a public repository of structured organic reaction records. The reactants are CS(=O)(=O)OCC(CCCCC)C1=C2C(=CC=C1)OCO2 (2-(2, 3-methylenedioxyphenyl)heptyl methanesulfonate), [H-].[Na+] (sodium hydride), C(CC(=O)OCC)(=O)OCC (diethyl malonate), resultant mixture, [I-].[Na+] (sodium iodide). The solvent is O (water), C(C)(=O)OCC (ethyl acetate), CN(C=O)C (N,N-dimethylformamide), CN(C=O)C (N,N-dimethylformamide). The product is C(C)OC(C(C(=O)OCC)CC(CCCCC)C1=C2C(=CC=C1)OCO2)=O (2-(2, 3-methylenedioxyphenyl)heptylmalonic acid diethyl ester). Isolated yield 39.4%. Reaction SMILES: [H-].[Na+].[C:3]([O:11][CH2:12][CH3:13])(=[O:10])[CH2:4][C:5]([O:7][CH2:8][CH3:9])=[O:6].CS(O[CH2:19][CH:20]([C:26]1[CH:31]=[CH:30][CH:29]=[C:28]2[O:32][CH2:33][O:34][C:27]=12)[CH2:21][CH2:22][CH2:23][CH2:24][CH3:25])(=O)=O.[I-].[Na+]>CN(C)C=O.C(OCC)(=O)C.O>[CH2:12]([O:11][C:3](=[O:10])[CH:4]([CH2:19][CH:20]([C:26]1[CH:31]=[CH:30][CH:29]=[C:28]2[O:32][CH2:33][O:34][C:27]=12)[CH2:21][CH2:22][CH2:23][CH2:24][CH3:25])[C:5]([O:7][CH2:8][CH3:9])=[O:6])[CH3:13] |f:0.1,4.5|. Reported procedure: To a suspension of 0.40 g of sodium hydride (60% oil dispersion, 10 mmol) in 10 ml of N,N-dimethylformamide was dropwise added 1.60 g (10 mmol) of diethyl malonate under ice cooling, and the resultant mixture was stirred for 30 minutes. To this mixture were added a solution of 3.14 g (10 mmol) of 2-(2, 3-methylenedioxyphenyl)heptyl methanesulfonate, intermediate in Reference Example 1. in 6 ml of N,N-dimethylformamide and 1.50 g (10 mmol) of sodium iodide, and the mixture was stirred at 100° C. ... Reactants: CC1=CC=C(C=C1)S(=O)(=O)OCC1OC2=C(C1)C=CC=C2Br ((±)-(7-bromo-2,3-dihydro-1-benzofuran-2-yl)methyl 4-methylbenzenesulfonate), Intermediate 37, COC1=C(C=CC=C1)B(O)O (2-methoxyphenylboronic acid), C([O-])([O-])=O.[K+].[K+] (potassium carbonate). Reagents/catalysts: CC1=C([P](C2=C(C)C=CC=C2)([Pd]([P](C3=C(C)C=CC=C3)(C4=C(C)C=CC=C4)C(C=CC=C5)=C5C)(Cl)Cl)C6=C(C)C=CC=C6)C=CC=C1 (dichlorobis(tri-o-tolylphosphine)palladium(II)). Yields the product CC1=CC=C(C=C1)S(=O)(=O)OCC1OC2=C(C1)C=CC=C2C2=C(C=CC=C2)OC ((±)-[7-(2-methoxyphenyl)-2,3-dihydro-1-benzofuran-2-yl]methyl 4-methylbenzenesulfonate). Yield: 74.2%. RXN SMILES: [CH3:1][C:2]1[CH:7]=[CH:6][C:5]([S:8]([O:11][CH2:12][CH:13]2[CH2:17][C:16]3[CH:18]=[CH:19][CH:20]=[C:21](Br)[C:15]=3[O:14]2)(=[O:10])=[O:9])=[CH:4][CH:3]=1.[CH3:23][O:24][C:25]1[CH:30]=[CH:29][CH:28]=[CH:27][C:26]=1B(O)O.C(=O)([O-])[O-].[K+].[K+]>CC1C=CC=CC=1[P](C1C=CC=CC=1C)([Pd](Cl)(Cl)[P](C1=C(C)C=CC=C1)(C1C=CC=CC=1C)C1C=CC=CC=1C)C1C=CC=CC=1C>[CH3:1][C:2]1[CH:7]=[CH:6][C:5]([S:8]([O:11][CH2:12][CH:13]2[CH2:17][C:16]3[CH:18]=[CH:19][CH:20]=[C:21]([C:26]4[CH:27]=[CH:28][CH:29]=[CH:30][C:25]=4[O:24][CH3:23])[C:15]=3[O:14]2)(=[O:10])=[O:9])=[CH:4][CH:3]=1 |f:2.3.4,^1:46,57|. Procedure: Treatment of (±)-(7-bromo-2,3-dihydro-1-benzofuran-2-yl)methyl 4-methylbenzenesulfonate (0.5 g, 1.31 mmol) with 2-methoxyphenylboronic acid (0.297 g, 1.96 mmol), dichlorobis(tri-o-tolylphosphine)palladium(II) (0.051 g, 0.065 mmol), and potassium carbonate (0.45 g, 3.26 mmol) generally according to the procedure described for Intermediate 37 gave 0.399 g (74%) of (±)-[7-(2-methoxyphenyl)-2,3-dihydro-1-benzofuran-2-yl]methyl 4-methylbenzenesulfonate as a tan solid. mp 100-103° C.; Anal. calcd. for... The reactants are Cl (hydrochloric acid), ice, C(C)OC([C@@H]1N(CC(C1)O)S(=O)(=O)C1=CC=C(C=C1)C)=O (4-HYDROXY-1-(4-TOLUENESULFONYL)-D-PROLINE ETHYL ESTER), [BH4-].[Li+] (lithium borohydride). The solvent is O1CCCC1 (tetrahydrofuran). Conditions: temperature 0 celsius, time 1 hour. The product is OC1C[C@@H](N(C1)S(=O)(=O)C1=CC=C(C=C1)C)CO (4-HYDROXY-1-(4-TOLUENESULFONYL)-D-PROLINOL). Yield: 90.2%. As a reaction SMILES: C([O:3][C:4](=O)[C@H:5]1[CH2:9][CH:8]([OH:10])[CH2:7][N:6]1[S:11]([C:14]1[CH:19]=[CH:18][C:17]([CH3:20])=[CH:16][CH:15]=1)(=[O:13])=[O:12])C.[BH4-].[Li+].Cl>O1CCCC1>[OH:10][CH:8]1[CH2:7][N:6]([S:11]([C:14]2[CH:19]=[CH:18][C:17]([CH3:20])=[CH:16][CH:15]=2)(=[O:13])=[O:12])[C@@H:5]([CH2:4][OH:3])[CH2:9]1 |f:1.2|. Reported procedure: To an ice-cold solution of 286.4 g (0.914 mole) of 4-hydroxy-(4-toluenesulfonyl)-D-proline ethyl ester (5) in 2.8 L of tetrahydrofuran was added 20 g (0.918 mole) of lithium borohydride in one portion. The mixture was stirred at 0° C. for 1 hour and then kept at a temperature below 25° C. overnight. The mixture was cooled to 0° C. and the pH adjusted to 3 with 6N hydrochloric acid (180 ml). The volume was reduced to 500 ml by rotary evaporation, and 1.5 L of water was added. The white precipitat... The reactants are ClC(C(=O)N=C=O)(Cl)Cl (trichloroacetyl isocyanate), O1C(=CC=C1)/C(/C(=O)N[C@H]1[C@@H]2N(C(=C(CS2)CO)C(=O)O)C1=O)=N/OC ((6R,7R)-7-[Z-2-(fur-2-yl)-2-methoxyiminoacetamido]-3-hydroxymethylceph-3-em-4-carboxylic acid), C(C)C(C(=O)[O-])CCCC.[Na+] (sodium 2-ethylhexanoate). Run in ClCCl (dichloromethane), C1CCOC1 (THF), C1CCOC1 (THF), CO (methanol). Conditions: time 10 minute. The product is CO/N=C(/C1=CC=CO1)\C(=O)N[C@H]2[C@@H]3N(C2=O)C(=C(CS3)COC(=O)N)C(=O)[O-].[Na+] (sodium cefuroxime). Reaction SMILES: ClC(Cl)(Cl)[C:3]([N:5]=C=O)=[O:4].[O:10]1[CH:14]=[CH:13][CH:12]=[C:11]1/[C:15](=[N:33]/[O:34][CH3:35])/[C:16]([NH:18][C@@H:19]1[C:31](=[O:32])[N:21]2[C:22]([C:28]([OH:30])=[O:29])=[C:23]([CH2:26][OH:27])[CH2:24][S:25][C@H:20]12)=[O:17].C(C(CCCC)C([O-])=O)C.[Na+:46]>CO.C1COCC1.ClCCl>[CH3:35][O:34]/[N:33]=[C:15](\[C:16]([NH:18][C@@H:19]1[C:31](=[O:32])[N:21]2[C:22]([C:28]([O-:30])=[O:29])=[C:23]([CH2:26][O:27][C:3]([NH2:5])=[O:4])[CH2:24][S:25][C@H:20]12)=[O:17])/[C:11]1[O:10][CH:14]=[CH:13][CH:12]=1.[Na+:46] |f:2.3,7.8|. Procedure: A mixture of THF (130 ml), dichloromethane (45 ml), and trichloroacetyl isocyanate (9.3 ml) was protected from moisture and cooled to -10°.To the stirred mixture was added (6R,7R)-7-[Z-2-(fur-2-yl)-2-methoxyiminoacetamido]-3-hydroxymethylceph-3-em-4-carboxylic acid (20 g) in one charge followed by THF (40 ml). The mixture was stirred for 10 minutes at 0° to +5° and then warmed to 22° , There was then added, in one charge, a solution of sodium 2-ethylhexanoate (20 g) in methanol (40 ml) and, afte... The reactants are COC(=O)CBr, Oc1cccc(Br)c1, C1CCOC1, [H-], [I-], [Na+], [Na+], O. Yields the product COC(=O)COc1cccc(Br)c1. RXN SMILES: [Br:11][CH2:12][C:13](=[O:14])[O:15][CH3:16].[Br:1][c:2]1[cH:3][c:4]([OH:8])[cH:5][cH:6][cH:7]1.[CH2:19]1[O:20][CH2:21][CH2:22][CH2:23]1.[H-:9].[I-:18].[Na+:10].[Na+:17].[OH2:24]>>[Br:1][c:2]1[cH:3][c:4]([O:8][CH2:12][C:13](=[O:14])[O:15][CH3:16])[cH:5][cH:6][cH:7]1. The reactants are O=C1N2[C@H](C=3N(C4=C1C=CC=C4)C=NC3C(=O)OCC)CCC2 (ethyl (S)-11,12,13,13a-tetrahydro-9-oxo-9H-imidazo[1,5-a]pyrrolo[2,1-c][1,4]benzodiazepine-1-carboxylate), [OH-].[Na+] (sodium hydroxide), Cl (hydrochloric acid). Solvent: C(C)O (ethanol), O (water). The product is O=C1N2[C@H](C=3N(C4=C1C=CC=C4)C=NC3C(=O)O)CCC2 ((S)-11,12,13,13a-tetrahydro-9-oxo-9H-imidazo[1,5-a]pyrrolo[2,1-c][1,4]benzodiazepine-1-carboxylic acid). As a reaction SMILES: [O:1]=[C:2]1[C:8]2[CH:9]=[CH:10][CH:11]=[CH:12][C:7]=2[N:6]2[CH:13]=[N:14][C:15]([C:16]([O:18]CC)=[O:17])=[C:5]2[C@@H:4]2[CH2:21][CH2:22][CH2:23][N:3]12.[OH-].[Na+].Cl>C(O)C.O>[O:1]=[C:2]1[C:8]2[CH:9]=[CH:10][CH:11]=[CH:12][C:7]=2[N:6]2[CH:13]=[N:14][C:15]([C:16]([OH:18])=[O:17])=[C:5]2[C@@H:4]2[CH2:21][CH2:22][CH2:23][N:3]12 |f:1.2|. Procedure details: A solution of 12.45 g (0.04 mol) of ethyl (S)-11,12,13,13a-tetrahydro-9-oxo-9H-imidazo[1,5-a]pyrrolo[2,1-c][1,4]benzodiazepine-1-carboxylate and 1.6 g (0.04 mol) of sodium hydroxide in 100 ml of ethanol and 25 ml of water is heated to boiling under reflux for 30 minutes. Subsequently, 40 ml of 1 N hydrochloric acid are added thereto and the mixture is evaporated to half of the volume. The crystals which thereby precipitate are filtered off under suction, washed with water and dried. There is obt...